From a dataset of the Open Reaction Database (ORD), a public repository of structured organic reaction records. describe an organic reaction: reactants, conditions, products, and yield Reactants: ON\C(\C1=CN=C(C=C1)C(F)(F)F)=N/[H] ((Z)—N-Hydroxy-6-(trifluoromethyl)nicotinimidamide), FC1=CC=C(C=C1)C1C(N(CC1)CC(=O)O)=O (2-(3-(4-fluorophenyl)-2-oxopyrrolidin-1-yl)acetic acid), Cl.C(C)N=C=NCCCN(C)C (N1-((ethylimino)methylene)-N3,N3-dimethylpropane-1,3-diamine hydrochloride). Solvent: ClC(C)Cl (dichloroethane). Reaction conditions: temperature 85 celsius. Product: FC1=CC=C(C=C1)C1C(N(CC1)CC1=NC(=NO1)C=1C=NC(=CC1)C(F)(F)F)=O (3-(4-fluorophenyl)-1-({3-[6-(trifluoromethyl)pyridin-3-yl]-1,2,4-oxadiazol-5-yl}methyl)pyrrolidin-2-one). As a reaction SMILES: [OH:1][NH:2]/[C:3](=[N:14]\[H])/[C:4]1[CH:9]=[CH:8][C:7]([C:10]([F:13])([F:12])[F:11])=[N:6][CH:5]=1.[F:16][C:17]1[CH:22]=[CH:21][C:20]([CH:23]2[CH2:27][CH2:26][N:25]([CH2:28][C:29](O)=O)[C:24]2=[O:32])=[CH:19][CH:18]=1.Cl.C(N=C=NCCCN(C)C)C>ClC(Cl)C>[F:16][C:17]1[CH:22]=[CH:21][C:20]([CH:23]2[CH2:27][CH2:26][N:25]([CH2:28][C:29]3[O:1][N:2]=[C:3]([C:4]4[CH:5]=[N:6][C:7]([C:10]([F:13])([F:12])[F:11])=[CH:8][CH:9]=4)[N:14]=3)[C:24]2=[O:32])=[CH:19][CH:18]=1 |f:2.3|. Reported procedure: (Z)—N-Hydroxy-6-(trifluoromethyl)nicotinimidamide (0.082 g, 0.399 mmol), 2-(3-(4-fluorophenyl)-2-oxopyrrolidin-1-yl)acetic acid (0.086 g, 0.363 mmol; Example 216A) and N1-((ethylimino)methylene)-N3,N3-dimethylpropane-1,3-diamine hydrochloride (0.104 g, 0.544 mmol) were stirred together in dichloroethane (1 mL) at room temperature for 4 hours. The reaction was heated to 85° C. and heated overnight. The reaction was cooled, loaded onto a GraceResolv™ 12 g silica gel column (Grace Davison Discovery... The reactants are [Na+].[Br-] (NaBr), BrC=1C=C(C=CC1)CC(C(C)Cl)=O (1-(3-bromophenyl)-3-chlorobutan-2-one). The solvent is CC(=O)C (acetone), CCCCCC (hexane). Conditions: temperature 70 celsius, time 3 hour. Yields the product BrC(C(CC1=CC(=CC=C1)Br)=O)C (3-Bromo-1-(3-bromophenyl)butan-2-one). RXN SMILES: [Na+].[Br-:2].[Br:3][C:4]1[CH:5]=[C:6]([CH2:10][C:11](=[O:15])[CH:12](Cl)[CH3:13])[CH:7]=[CH:8][CH:9]=1>CC(C)=O.CCCCCC>[Br:2][CH:12]([CH3:13])[C:11](=[O:15])[CH2:10][C:6]1[CH:7]=[CH:8][CH:9]=[C:4]([Br:3])[CH:5]=1 |f:0.1|. Procedure details: A mixture of NaBr (197 mg, 1.9 mmol) and 1-(3-bromophenyl)-3-chlorobutan-2-one (100 mg, 0.38 mmol) in acetone (2 ml) was stirred at 70° C. for 3 h. The mixture was diluted with hexane and filtered to remove the solid. The solvent was removed under reduced pressure and the residue was used for the next step without further purification. MS (ES+) C10H10Br2O requires: 303, 305 found: 304, 306 [M+H]+(1:1). Starting materials: O=C([O-])[O-], CCCCCCC, CCOC(C)=O, CC(C)c1cccc2c1OCC(=O)N2, ClCCCI, [Cs+], [Cs+]. Yields the product CC(C)c1cccc2c1OCC(=O)N2CCCCl. RXN SMILES: [C:15](=[O:16])([O-:17])[O-:18].[CH3:26][CH2:27][CH2:28][CH2:29][CH2:30][CH2:31][CH3:32].[CH3:33][CH2:34][O:35][C:36]([CH3:37])=[O:38].[CH:1]([CH3:2])([CH3:3])[c:4]1[cH:5][cH:6][cH:7][c:8]2[c:13]1[O:12][CH2:11][C:10](=[O:14])[NH:9]2.[Cl:21][CH2:22][CH2:23][CH2:24][I:25].[Cs+:19].[Cs+:20]>>[CH:1]([CH3:2])([CH3:3])[c:4]1[cH:5][cH:6][cH:7][c:8]2[c:13]1[O:12][CH2:11][C:10](=[O:14])[N:9]2[CH2:24][CH2:23][CH2:22][Cl:21]. The solvent is C(C)(C)NC(C)C (N,N-diisopropylamine). Reported procedure: A mixture of p-bromonitrobenzene (2.02 g, 10 mmol), bis(triphenylphosphine)palladium(II) chloride (0.2 g, 0.3 mmol), and copper(1) iodide (0.05 g, 0.3 mmol) in 40 ml of N,N-diisopropylamine was degassed by freeze/pump/thaw technique (three times). Trimethylsilylacetylene (1.2 g, 12 mmol) was added and the mixture was refluxed for 12 hours. After removal of amine by rotary evaporation, the residue was dissolved in CH2Cl2 and washed with water. The organic layer was dried (Na2SO4), filtered, and r... The yield is 69.8%. Reagents/catalysts: Cl[Pd]([P](C1=CC=CC=C1)(C2=CC=CC=C2)C3=CC=CC=C3)([P](C4=CC=CC=C4)(C5=CC=CC=C5)C6=CC=CC=C6)Cl (bis(triphenylphosphine)palladium(II) chloride), [Cu]I (copper(1) iodide). The reactants are BrC1=CC=C(C=C1)[N+](=O)[O-] (p-bromonitrobenzene), C[Si](C)(C)C#C (Trimethylsilylacetylene). Product: C[Si](C)(C)C#CC1=CC=C(C=C1)[N+](=O)[O-] (4-(trimethylsilylethynyl)nitrobenzene). As a reaction SMILES: Br[C:2]1[CH:7]=[CH:6][C:5]([N+:8]([O-:10])=[O:9])=[CH:4][CH:3]=1.[CH3:11][Si:12]([C:15]#[CH:16])([CH3:14])[CH3:13]>C(NC(C)C)(C)C.Cl[Pd](Cl)([P](C1C=CC=CC=1)(C1C=CC=CC=1)C1C=CC=CC=1)[P](C1C=CC=CC=1)(C1C=CC=CC=1)C1C=CC=CC=1.[Cu]I>[CH3:11][Si:12]([C:15]#[C:16][C:2]1[CH:7]=[CH:6][C:5]([N+:8]([O-:10])=[O:9])=[CH:4][CH:3]=1)([CH3:14])[CH3:13] |^1:26,45|. Starting materials: O=C(O)CNC(=O)c1ccccc1, ClCCl, CC(C)(N)c1ccccc1, c1ccc(P(c2ccccc2)c2ccccc2)cc1. The product is CC(C)(NC(=O)CNC(=O)c1ccccc1)c1ccccc1. RXN SMILES: [C:30]([CH2:31][NH:32][C:33](=[O:34])[c:35]1[cH:36][cH:37][cH:38][cH:39][cH:40]1)(=[O:41])[OH:42].[CH2:43]([Cl:44])[Cl:45].[CH3:1][C:2]([c:3]1[cH:4][cH:5][cH:6][cH:7][cH:8]1)([CH3:9])[NH2:10].[c:11]1([P:12]([c:13]2[cH:14][cH:15][cH:16][cH:17][cH:18]2)[c:19]2[cH:20][cH:21][cH:22][cH:23][cH:24]2)[cH:25][cH:26][cH:27][cH:28][cH:29]1>>[CH3:1][C:2]([c:3]1[cH:4][cH:5][cH:6][cH:7][cH:8]1)([CH3:9])[NH:10][C:30]([CH2:31][NH:32][C:33](=[O:34])[c:35]1[cH:36][cH:37][cH:38][cH:39][cH:40]1)=[O:41]. Reactants: 11.3, ClCC1CN(CCO1)CC1=CC=CC=C1 (2-chloromethyl-4-(phenylmethyl)morpholine), OC1=CC=C(C(=O)OCC)C=C1 (ethyl 4-hydroxybenzoate), C([O-])([O-])=O.[K+].[K+] (potassium carbonate). The solvent is CN(C=O)C (N,N-dimethylformamide). Conditions: temperature 110 celsius, time 8 hour. The product is C(\C=C\C(=O)O)(=O)O.C1(=CC=CC=C1)CN1CC(OCC1)COC1=CC=C(C(=O)OCC)C=C1 (ethyl 4-[[4-(phenylmethyl)-2-morpholinyl]methoxy]benzoate (E)-2-butenedioate). Yield: 40.3%. Reaction SMILES: Cl[CH2:2][CH:3]1[O:8][CH2:7][CH2:6][N:5]([CH2:9][C:10]2[CH:15]=[CH:14][CH:13]=[CH:12][CH:11]=2)[CH2:4]1.[OH:16][C:17]1[CH:27]=[CH:26][C:20]([C:21]([O:23][CH2:24][CH3:25])=[O:22])=[CH:19][CH:18]=1.[C:28](=[O:31])([O-:30])[O-].[K+].[K+]>CN(C)C=O>[C:21]([OH:23])(=[O:22])/[CH:20]=[CH:19]/[C:28]([OH:30])=[O:31].[C:10]1([CH2:9][N:5]2[CH2:6][CH2:7][O:8][CH:3]([CH2:2][O:16][C:17]3[CH:18]=[CH:19][C:20]([C:21]([O:23][CH2:24][CH3:25])=[O:22])=[CH:26][CH:27]=3)[CH2:4]2)[CH:15]=[CH:14][CH:13]=[CH:12][CH:11]=1 |f:2.3.4,6.7|. Procedure: A mixture of 11.3 parts of 2-chloromethyl-4-(phenylmethyl)morpholine (described in Synth. Comm. 1980, 10(1), 59-73), 8.3 parts of ethyl 4-hydroxybenzoate, 6.9 parts of potassium carbonate and 141 parts of N,N-dimethylformamide was stirred overnight at 110° C. The reaction mixture was evaporated and water was added to the residue. The product was extracted with dichloromethane and the extract was dried, filtered and evaporated. The residue was converted into the (E)-2-butenedioate salt in 2-propa...